Task: describe an organic reaction: reactants, conditions, products, and yield. Dataset: the Open Reaction Database (ORD), a public repository of structured organic reaction records The reactants are FC1=C(C=CC(=C1)F)C1N(C(C=2N(N=C(C21)C)CC)=O)C=2C=C(C=1N(C2)C(=NN1)C)C (4-(2,4-difluorophenyl)-5-(3,8-dimethyl-[1,2,4]triazolo[4,3-a]pyridin-6-yl)-1-ethyl-3-methyl-4,5-dihydropyrrolo[3,4-c]pyrazol-6(1H)-one), ClC1=CC=C(C=C1)C1N(C(C=2N(N=C(C21)C)C2CN(C2)C(=O)OC(C)(C)C)=O)C=2C=C(C=1N(C2)C(=NN1)C)C (tert-butyl 3-(4-(4-chlorophenyl)-5-(3,8-dimethyl-[1,2,4]triazolo[4,3-a]pyridin-6-yl)-3-methyl-6-oxo-5,6-dihydropyrrolo[3,4-c]pyrazol-1(4H)-yl)azetidine-1-carboxylate). The solvent is CCCCCCC.CCO.CO (heptane EtOH MeOH). The product is FC1=C(C=CC(=C1)F)[C@H]1N(C(C=2N(N=C(C21)C)CC)=O)C=2C=C(C=1N(C2)C(=NN1)C)C ((S)-4-(2,4-difluorophenyl)-5-(3,8-dimethyl-[1,2,4]triazolo[4,3-a]pyridin-6-yl)-1-ethyl-3-methyl-4,5-dihydropyrrolo[3,4-c]pyrazol-6(1H)-one). As a reaction SMILES: ClC1C=CC(C2C3C(C)=NN(C4CN(C(OC(C)(C)C)=O)C4)C=3C(=O)N2C2C=C(C)C3N(C(C)=NN=3)C=2)=CC=1.[F:40][C:41]1[CH:46]=[C:45]([F:47])[CH:44]=[CH:43][C:42]=1[CH:48]1[C:55]2[C:54]([CH3:56])=[N:53][N:52]([CH2:57][CH3:58])[C:51]=2[C:50](=[O:59])[N:49]1[C:60]1[CH:61]=[C:62]([CH3:70])[C:63]2[N:64]([C:66]([CH3:69])=[N:67][N:68]=2)[CH:65]=1>CCCCCCC.CCO.CO>[F:40][C:41]1[CH:46]=[C:45]([F:47])[CH:44]=[CH:43][C:42]=1[C@@H:48]1[C:55]2[C:54]([CH3:56])=[N:53][N:52]([CH2:57][CH3:58])[C:51]=2[C:50](=[O:59])[N:49]1[C:60]1[CH:61]=[C:62]([CH3:70])[C:63]2[N:64]([C:66]([CH3:69])=[N:67][N:68]=2)[CH:65]=1 |f:2.3.4|. Reported procedure: The title compound (34 mg, 48% yield) was obtained enantiomerically pure (>99% ee) after chiral preparative chromatography (system: Gilson PLC 2020; column: Chiralpak AD-H, 20×250 mm; mobile phase: heptane/EtOH/MeOH 80:10:10; flow: 12 mL/min; temperature: 38° C.; detection UV: 220 nm) of the racemic mixture of 4-(2,4-difluorophenyl)-5-(3,8-dimethyl-[1,2,4]triazolo[4,3-a]pyridin-6-yl)-1-ethyl-3-methyl-4,5-dihydropyrrolo[3,4-c]pyrazol-6(1H)-one (Example 181). Reactants: ClCCCl, CS, Cl, CC(C)NCC(Cl)c1ccc(O)c(NS(C)(=O)=O)c1. Yields the product CSC(CNC(C)C)c1ccc(O)c(NS(C)(=O)=O)c1. RXN SMILES: [CH2:23]([Cl:24])[CH2:25][Cl:26].[CH3:21][SH:22].[ClH:1].[OH:2][c:3]1[c:4]([NH:5][S:6](=[O:7])(=[O:8])[CH3:9])[cH:10][c:11]([CH:14]([CH2:15][NH:16][CH:17]([CH3:18])[CH3:19])[Cl:20])[cH:12][cH:13]1>>[OH:2][c:3]1[c:4]([NH:5][S:6](=[O:7])(=[O:8])[CH3:9])[cH:10][c:11]([CH:14]([CH2:15][NH:16][CH:17]([CH3:18])[CH3:19])[S:22][CH3:21])[cH:12][cH:13]1.